From a dataset of the Open Reaction Database (ORD), a public repository of structured organic reaction records. describe an organic reaction: reactants, conditions, products, and yield The reactants are O=C([O-])[O-], CCOC(C)=O, [Cu], Ic1ccccc1, [K+], [K+], COC(=O)c1ccccc1N. The product is COC(=O)c1ccccc1Nc1ccccc1. As a reaction SMILES: [C:19](=[O:20])([O-:21])[O-:22].[CH3:26][CH2:27][O:28][C:29](=[O:30])[CH3:31].[Cu:25].[I:12][c:13]1[cH:14][cH:15][cH:16][cH:17][cH:18]1.[K+:23].[K+:24].[NH2:1][c:2]1[c:3]([C:4](=[O:5])[O:6][CH3:7])[cH:8][cH:9][cH:10][cH:11]1>>[NH:1]([c:2]1[c:3]([C:4](=[O:5])[O:6][CH3:7])[cH:8][cH:9][cH:10][cH:11]1)[c:13]1[cH:14][cH:15][cH:16][cH:17][cH:18]1.